From a dataset of the Open Reaction Database (ORD), a public repository of structured organic reaction records. describe an organic reaction: reactants, conditions, products, and yield Reactants: CO (methanol), ClC1=NC=CC=C1[N+](=O)[O-] (2-chloro-3-nitropyridine), CO (methanol), C[S-].[Na+] (sodium thiomethoxide). The solvent is O (Water). Conditions: time 17 hour. Product: CSC1=NC=CC=C1[N+](=O)[O-] (2-methylthio-3-nitropyridine). Yield: 63.5%. Reaction SMILES: CO.Cl[C:4]1[C:9]([N+:10]([O-:12])=[O:11])=[CH:8][CH:7]=[CH:6][N:5]=1.[CH3:13][S-:14].[Na+]>O>[CH3:13][S:14][C:4]1[C:9]([N+:10]([O-:12])=[O:11])=[CH:8][CH:7]=[CH:6][N:5]=1 |f:2.3|. Procedure details: A methanol (50 ml) solution of 2-chloro-3-nitropyridine (4.30 g, 27.1 mmol) was added dropwise to a methanol (30 ml) solution of sodium thiomethoxide (2.10 g, 28.5 mmol) while being cooled with ice, and the mixed solution was stirred for 17 hours. Water was then added to the reaction mixture, and the resulting mixture was extracted with ethyl acetate. The organic layer was washed with a saturated aqueous solution of sodium chloride, and dried over sodium sulfate. Subsequently, the solvent was di... Starting materials: ClC1=NC=CC(=N1)N (2-chloropyrimidin-4-amine), C(C)B(CC)CC (triethylborane), [O-]P(=O)([O-])[O-].[K+].[K+].[K+] (K3PO4), O (water). The reagents and catalysts are C1=CC=C(C=C1)P([C-]2C=CC=C2)C3=CC=CC=C3.C1=CC=C(C=C1)P([C-]2C=CC=C2)C3=CC=CC=C3.Cl[Pd]Cl.[Fe+2] (Pd(dppf)Cl2). Solvent: O1CCCC1 (tetrahydrofuran). Product: C(C)C1=NC=CC(=N1)N (2-Ethylpyrimidin-4-amine). Yield: 24.4%. As a reaction SMILES: Cl[C:2]1[N:7]=[C:6]([NH2:8])[CH:5]=[CH:4][N:3]=1.[CH2:9](B(CC)CC)[CH3:10].[O-]P([O-])([O-])=O.[K+].[K+].[K+].O>C1C=CC(P(C2C=CC=CC=2)[C-]2C=CC=C2)=CC=1.C1C=CC(P(C2C=CC=CC=2)[C-]2C=CC=C2)=CC=1.Cl[Pd]Cl.[Fe+2].O1CCCC1>[CH2:9]([C:2]1[N:7]=[C:6]([NH2:8])[CH:5]=[CH:4][N:3]=1)[CH3:10] |f:2.3.4.5,7.8.9.10|. Procedure: A 100-mL single-neck round-bottomed flask equipped with a magnetic stirrer and a reflux condenser was charged with 2-chloropyrimidin-4-amine (2.60 g, 20.0 mmol), triethylborane (20.0 mL, 1.0 M in THF, 20.0 mmol), Pd(dppf)Cl2 (816 mg, 1.0 mmol), K3PO4 (13.0 g, 40.0 mmol), water (2 mL), and tetrahydrofuran (50 mL). After three cycles of vacuum/argon flush, the mixture was heated at reflux for 14 h. It was then cooled to room temperature and filtered. The filtrate was concentrated under reduced pre... The solvent is CN(C=O)C (dimethylformamide). RXN SMILES: C(=O)([O-])[O-].[K+].[K+].[CH2:7]([N:14]1[CH:19]=[CH:18][C:17]2[N:20]=[C:21]([S:23][CH3:24])[NH:22][C:16]=2[C:15]1=[O:25])[C:8]1[CH:13]=[CH:12][CH:11]=[CH:10][CH:9]=1.Br[CH2:27][C:28]#[C:29][CH3:30].[Cl-].[Na+]>CN(C)C=O>[CH2:7]([N:14]1[CH:19]=[CH:18][C:17]2[N:20]=[C:21]([S:23][CH3:24])[N:22]([CH2:27][C:28]#[C:29][CH3:30])[C:16]=2[C:15]1=[O:25])[C:8]1[CH:13]=[CH:12][CH:11]=[CH:10][CH:9]=1 |f:0.1.2,5.6|. The yield is 48.0%. Procedure details: 2.07 g (15.0 mmol) of potassium carbonate were added to a solution of 4.0 g (14.7 mmol) of 5-benzyl-2-methylsulphanyl-3,5-dihydro-imidazo[4,5-c]pyridin-4-one and 1.31 ml (15.0 mmol) of 1-bromo-2-butyne in 100 ml of dimethylformamide and stirred for one hour at ambient temperature. Then approx. 200 ml of saturated sodium chloride solution were added and the mixture was extracted three times with 50 ml of ethyl acetate. The extracts were washed with saturated sodium chloride solution, dried over s... Run at time 1 hour. Starting materials: [Cl-].[Na+] (sodium chloride), C([O-])([O-])=O.[K+].[K+] (potassium carbonate), C(C1=CC=CC=C1)N1C(C2=C(C=C1)N=C(N2)SC)=O (5-benzyl-2-methylsulphanyl-3,5-dihydro-imidazo[4,5-c]pyridin-4-one), BrCC#CC (1-bromo-2-butyne). The product is C(C1=CC=CC=C1)N1C(C2=C(C=C1)N=C(N2CC#CC)SC)=O (5-benzyl-3-(but-2-ynyl)-2-methylsulphanyl-3,5-dihydro-imidazo[4,5-c]pyridin-4-one). The reactants are ClC1=C(C=C(C=C1)NC(C)=O)O (N-(4-chloro-3-hydroxyphenyl)acetamide), C([O-])([O-])=O.[Cs+].[Cs+] (cesium carbonate), Cl.ClCCN1CCOCC1 (4-(2-chloroethyl) morpholine hydrochloride). The product is ClC1=C(C=C(C=C1)NC(C)=O)OCCN1CCOCC1 (N-[4-chloro-3-(2-morpholin-4-yl-ethoxy)-phenyl]-acetamide). Isolated yield 69.0%. Reaction SMILES: [Cl:1][C:2]1[CH:7]=[CH:6][C:5]([NH:8][C:9](=[O:11])[CH3:10])=[CH:4][C:3]=1[OH:12].C(=O)([O-])[O-].[Cs+].[Cs+].Cl.Cl[CH2:21][CH2:22][N:23]1[CH2:28][CH2:27][O:26][CH2:25][CH2:24]1>>[Cl:1][C:2]1[CH:7]=[CH:6][C:5]([NH:8][C:9](=[O:11])[CH3:10])=[CH:4][C:3]=1[O:12][CH2:21][CH2:22][N:23]1[CH2:28][CH2:27][O:26][CH2:25][CH2:24]1 |f:1.2.3,4.5|. Procedure details: The compound 23a was prepared by using the general procedure H, as given in Example 9, in 69% yield starting from 17a, with 2.5 eq of cesium carbonate and 1.1 eq of 4-(2-chloroethyl) morpholine hydrochloride. As a reaction SMILES: [CH2:27]([Cl:28])[Cl:29].[CH3:12][S:13][c:14]1[n:15][c:16]2[c:17]([nH:18]1)[cH:19][c:20]1[cH:21][cH:22][cH:23][cH:24][c:25]1[cH:26]2.[Cl:1][c:2]1[cH:3][cH:4][cH:5][c:6]([C:7]([O:8][OH:10])=[O:9])[cH:11]1>>[O:9]=[S:13]([CH3:12])[c:14]1[nH:15][c:16]2[c:17]([n:18]1)[cH:19][c:20]1[cH:21][cH:22][cH:23][cH:24][c:25]1[cH:26]2. Starting materials: ClCCl, CSc1nc2cc3ccccc3cc2[nH]1, O=C(OO)c1cccc(Cl)c1. Yields the product CS(=O)c1nc2cc3ccccc3cc2[nH]1.